From a dataset of the Open Reaction Database (ORD), a public repository of structured organic reaction records. describe an organic reaction: reactants, conditions, products, and yield The reactants are [Na] (sodium), C(=O)C=1N(C=CC1)CC(=O)NC1C2SCC(=C(N2C1=O)C(=O)O)CSC1=NN=NN1C (7-[[(2-formyl-1-pyrryl]acetyl]-amino]-3-[[(1-methyltetrazol-5-yl)thio]methyl]-8oxo-5-thia-1-azabicyclo[4.2.0]oct-2-ene-2-carboxylic acid), C(C)(=O)OCCl (chloromethyl acetate). Solvent: C(C)(=O)OCC (ethyl acetate), CN(C=O)C (dimethylformamide), CN(C=O)C (DMF). Reaction conditions: time 30 minute. Yields the product C(C)(=O)OCOC(=O)C=1N2C(C(C2SCC1CSC1=NN=NN1C)NC(CN1C(=CC=C1)C=O)=O)=O (7-[[(2-Formyl-1-pyrryl)acetyl]amino]-3-[[(1-methyltetrazol-5-yl)thio]methyl]-8oxo-5-thia-1-azabicyclo[4.2.0] -oct-2-ene-2-carboxylic acid acetyloxymethyl ester). RXN SMILES: [Na].[CH:2]([C:4]1[N:5]([CH2:9][C:10]([NH:12][CH:13]2[C:20](=[O:21])[N:19]3[CH:14]2[S:15][CH2:16][C:17]([CH2:25][S:26][C:27]2[N:31]([CH3:32])[N:30]=[N:29][N:28]=2)=[C:18]3[C:22]([OH:24])=[O:23])=[O:11])[CH:6]=[CH:7][CH:8]=1)=[O:3].[C:33]([O:36][CH2:37]Cl)(=[O:35])[CH3:34]>CN(C)C=O.C(OCC)(=O)C>[C:33]([O:36][CH2:37][O:23][C:22]([C:18]1[N:19]2[CH:14]([S:15][CH2:16][C:17]=1[CH2:25][S:26][C:27]1[N:31]([CH3:32])[N:30]=[N:29][N:28]=1)[CH:13]([NH:12][C:10](=[O:11])[CH2:9][N:5]1[CH:6]=[CH:7][CH:8]=[C:4]1[CH:2]=[O:3])[C:20]2=[O:21])=[O:24])(=[O:35])[CH3:34] |^1:0|. Procedure: The sodium salt of 7-[[(2-formyl-1-pyrryl]acetyl]-amino]-3-[[(1-methyltetrazol-5-yl)thio]methyl]-8oxo-5-thia-1-azabicyclo[4.2.0]oct-2-ene-2-carboxylic acid, 3 grams, is added to about 40 ml of dry dimethylformamide (DMF) and stirred for 30 minutes. The 4.0 ml of chloromethyl acetate in 5 ml of DMF was added. This mixture is stirred for about 4 hours at room temperature. This mixture is diluted with ethyl acetate and thoroughly washed with water. The ethyl acetate portion is dried over sodium sul... Starting materials: CC(=O)NCC1OC(=O)N2c3ccc(Br)cc3CC12, ClCCl, [Na+], [Na+], O=C([O-])[O-], C1CCOC1, OB(O)c1ccccc1, [Pd], c1ccc(P(c2ccccc2)c2ccccc2)cc1, c1ccc(P(c2ccccc2)c2ccccc2)cc1, c1ccc(P(c2ccccc2)c2ccccc2)cc1, c1ccc(P(c2ccccc2)c2ccccc2)cc1. The product is CC(=O)NCC1OC(=O)N2c3ccc(-c4ccccc4)cc3CC12. RXN SMILES: [Br:1][c:2]1[cH:3][c:4]2[c:8]([cH:9][cH:10]1)[N:7]1[CH:6]([CH2:5]2)[CH:13]([CH2:14][NH:15][C:16]([CH3:17])=[O:18])[O:12][C:11]1=[O:19].[CH2:40]([Cl:41])[Cl:42].[Na+:29].[Na+:30].[O-:31][C:32](=[O:33])[O-:34].[O:35]1[CH2:36][CH2:37][CH2:38][CH2:39]1.[OH:20][B:21]([OH:22])[c:23]1[cH:24][cH:25][cH:26][cH:27][cH:28]1.[Pd:119].[c:100]1([P:101]([c:102]2[cH:103][cH:104][cH:105][cH:106][cH:107]2)[c:108]2[cH:109][cH:110][cH:111][cH:112][cH:113]2)[cH:114][cH:115][cH:116][cH:117][cH:118]1.[c:43]1([P:44]([c:45]2[cH:46][cH:47][cH:48][cH:49][cH:50]2)[c:51]2[cH:52][cH:53][cH:54][cH:55][cH:56]2)[cH:57][cH:58][cH:59][cH:60][cH:61]1.[c:62]1([P:63]([c:64]2[cH:65][cH:66][cH:67][cH:68][cH:69]2)[c:70]2[cH:71][cH:72][cH:73][cH:74][cH:75]2)[cH:76][cH:77][cH:78][cH:79][cH:80]1.[c:81]1([P:82]([c:83]2[cH:84][cH:85][cH:86][cH:87][cH:88]2)[c:89]2[cH:90][cH:91][cH:92][cH:93][cH:94]2)[cH:95][cH:96][cH:97][cH:98][cH:99]1>>[c:2]1(-[c:23]2[cH:24][cH:25][cH:26][cH:27][cH:28]2)[cH:3][c:4]2[c:8]([cH:9][cH:10]1)[N:7]1[CH:6]([CH2:5]2)[CH:13]([CH2:14][NH:15][C:16]([CH3:17])=[O:18])[O:12][C:11]1=[O:19]. Starting materials: C=O, CCOCC, O=CO, COc1cc2ncnc(Nc3cccc(Cl)c3F)c2cc1OCC1CCCN1, Cl. Yields the product COc1cc2ncnc(Nc3cccc(Cl)c3F)c2cc1OCC1CCCN1C. Reaction SMILES: [CH2:33]=[O:34].[CH2:35]([O:36][CH2:37][CH3:38])[CH3:39].[CH:30]([OH:31])=[O:32].[Cl:2][c:3]1[c:4]([F:29])[c:5]([NH:6][c:7]2[n:8][cH:9][n:10][c:11]3[cH:12][c:13]([O:24][CH3:25])[c:14]([O:17][CH2:18][CH:19]4[NH:20][CH2:21][CH2:22][CH2:23]4)[cH:15][c:16]23)[cH:26][cH:27][cH:28]1.[ClH:1]>>[Cl:2][c:3]1[c:4]([F:29])[c:5]([NH:6][c:7]2[n:8][cH:9][n:10][c:11]3[cH:12][c:13]([O:24][CH3:25])[c:14]([O:17][CH2:18][CH:19]4[N:20]([CH3:30])[CH2:21][CH2:22][CH2:23]4)[cH:15][c:16]23)[cH:26][cH:27][cH:28]1. Reactants: CC(C)(C)O, COC(=O)C1C(NC(=O)OCc2ccccc2)C(=O)N1Cc1ccc(OC)cc1OC, COc1ccc(CO)cc1, COC(=O)C1C(NC(=O)OCc2ccc(OC)cc2)C(=O)N1Cc1ccc(OC)cc1OC, COC(=O)C1C(N)C(=O)N1Cc1ccc(OC)cc1OC, OCc1ccccc1, OCC(Cl)(Cl)Cl. The product is COC(=O)C1C(NC(=O)OCC(Cl)(Cl)Cl)C(=O)N1Cc1ccc(OC)cc1OC. As a reaction SMILES: [C:110]([OH:111])([CH3:112])([CH3:113])[CH3:114].[CH2:79]([O:80][C:81]([NH:82][CH:83]1[C:84](=[O:85])[N:86]([CH2:87][c:88]2[cH:89][cH:90][c:91]([O:92][CH3:93])[cH:94][c:95]2[O:96][CH3:97])[CH:98]1[C:99]([O:100][CH3:101])=[O:102])=[O:103])[c:104]1[cH:105][cH:106][cH:107][cH:108][cH:109]1.[CH3:1][O:2][c:3]1[cH:4][cH:5][c:6]([CH2:7][OH:8])[cH:9][cH:10]1.[CH3:46][O:47][c:48]1[c:49]([CH2:50][N:51]2[CH:52]([C:69](=[O:70])[O:71][CH3:72])[CH:53]([NH:56][C:57](=[O:58])[O:59][CH2:60][c:61]3[cH:62][cH:63][c:64]([O:65][CH3:66])[cH:67][cH:68]3)[C:54]2=[O:55])[cH:73][cH:74][c:75]([O:77][CH3:78])[cH:76]1.[NH2:25][CH:26]1[C:27](=[O:28])[N:29]([CH2:30][c:31]2[cH:32][cH:33][c:34]([O:35][CH3:36])[cH:37][c:38]2[O:39][CH3:40])[CH:41]1[C:42]([O:43][CH3:44])=[O:45].[OH:11][CH2:12][c:13]1[cH:14][cH:15][cH:16][cH:17][cH:18]1.[OH:19][CH2:20][C:21]([Cl:22])([Cl:23])[Cl:24]>>[O:19]([CH2:20][C:21]([Cl:22])([Cl:23])[Cl:24])[C:57]([NH:56][CH:53]1[CH:52]([C:69](=[O:70])[O:71][CH3:72])[N:51]([CH2:50][c:49]2[c:48]([O:47][CH3:46])[cH:76][c:75]([O:77][CH3:78])[cH:74][cH:73]2)[C:54]1=[O:55])=[O:58]. Reactants: BrC1C=2C=CC=C(C2C(C2=C(C=CC=C12)O)=O)O (10-Bromo-1,8-dihydroxy-9-anthrone), C(CCCCCCCCCCC)S (1-dodecanethiol). Run in ClCCl (dichloromethane). Conditions: time 7 hour. Product: OC1=CC=CC=2C(C3=CC=CC(=C3C(C12)=O)O)SCCCCCCCCCCCC (1,8-dihydroxy-10-dodecylthio-9-anthrone). Yield: 85.0%. RXN SMILES: Br[CH:2]1[C:15]2[C:10](=[C:11]([OH:16])[CH:12]=[CH:13][CH:14]=2)[C:9](=[O:17])[C:8]2[C:7]([OH:18])=[CH:6][CH:5]=[CH:4][C:3]1=2.[CH2:19]([SH:31])[CH2:20][CH2:21][CH2:22][CH2:23][CH2:24][CH2:25][CH2:26][CH2:27][CH2:28][CH2:29][CH3:30]>ClCCl>[OH:18][C:7]1[C:8]2[C:9](=[O:17])[C:10]3[C:15](=[CH:14][CH:13]=[CH:12][C:11]=3[OH:16])[CH:2]([S:31][CH2:19][CH2:20][CH2:21][CH2:22][CH2:23][CH2:24][CH2:25][CH2:26][CH2:27][CH2:28][CH2:29][CH3:30])[C:3]=2[CH:4]=[CH:5][CH:6]=1. Reported procedure: 10-Bromo-1,8-dihydroxy-9-anthrone (75 mg) was dissolved in dichloromethane (5 ml) and 1-dodecanethiol (0.06 ml) was added. The solution was stirred at room temperature for 7 hours. Removal of the solvent gave a yellow solid which was then recrystallised from absolute ethanol to give 1,8-dihydroxy-10-dodecylthio-9-anthrone (89 mg, 85%) as pale yellow needles, melting point 76° C. The product is O=C(O)Cn1ccnc1. The reactants are COC(=O)Cn1ccnc1, O. RXN SMILES: [CH3:1][O:2][C:3]([CH2:4][n:5]1[cH:6][n:7][cH:8][cH:9]1)=[O:10].[OH2:11]>>[O:2]=[C:3]([CH2:4][n:5]1[cH:6][n:7][cH:8][cH:9]1)[OH:10]. Reactants: C(C1=CC=CC=C1)OC(=O)NC1CC(C(C1)C1=CC=CC=C1)CN1CCC(CC1)CCCC1=CC=CC=C1 (1-(SR)-(benzyloxycarbonylamino)-3-(SR)-((4-(3-phenylprop-1-yl)piperidin-1-yl)methyl)-4-(SR)-phenylcyclopentane). Product: NC1CC(C(C1)C1=CC=CC=C1)CN1CCC(CC1)CCCC1=CC=CC=C1 (1-(SR)-(Amino)-3-(SR)-((4-(3-phenylprop-1-yl)piperidin-1-yl)methyl)-4-(SR)-phenylcyclopentane). Procedure: To a solution of 1-(SR)-(benzyloxycarbonylamino)-3-(SR)-((4-(3-phenylprop-1-yl)piperidin-1-yl)methyl)-4-(SR)-phenylcyclopentane (from Step G, derived from the Higher Rf isomer from Step E) (500 mg, 1.0 mmol) in methanol (10 mL) was added 10% Pd/C (100 mg). The mixture was hydrogenated on a Parr shaker at 40 psi for 2 h and was then filtered and concentrated to afford the crude title compound (350 mg) as an oil. As a reaction SMILES: C(OC([NH:11][CH:12]1[CH2:16][CH:15]([C:17]2[CH:22]=[CH:21][CH:20]=[CH:19][CH:18]=2)[CH:14]([CH2:23][N:24]2[CH2:29][CH2:28][CH:27]([CH2:30][CH2:31][CH2:32][C:33]3[CH:38]=[CH:37][CH:36]=[CH:35][CH:34]=3)[CH2:26][CH2:25]2)[CH2:13]1)=O)C1C=CC=CC=1>CO.[Pd]>[NH2:11][CH:12]1[CH2:16][CH:15]([C:17]2[CH:22]=[CH:21][CH:20]=[CH:19][CH:18]=2)[CH:14]([CH2:23][N:24]2[CH2:25][CH2:26][CH:27]([CH2:30][CH2:31][CH2:32][C:33]3[CH:34]=[CH:35][CH:36]=[CH:37][CH:38]=3)[CH2:28][CH2:29]2)[CH2:13]1. Reagents/catalysts: [Pd] (Pd/C). The solvent is CO (methanol). Reaction conditions: time 2 hour. Reported procedure: 2.79 g (0.01 mole) of 2-[3-chloro-4-(pyrazol-1-yl)phenyl]propionic acid ethyl ester are dissolved in 30 ml of methylene chloride, and 700 mg of chlorine (dissolved in 5 ml of methylene chloride) are added. Stirring is effected for 12 hours at room temperature, followed by washing of the reaction solution with sodium carbonate solution and water, drying, concentration and distillation. 2-[3-chloro-4-(4-chloropyrazol-1-yl)phenyl]propionic acid ethyl ester is obtained. Yields the product C(C)OC(C(C)C1=CC(=C(C=C1)N1N=CC(=C1)Cl)Cl)=O (2-[3-chloro-4-(4-chloropyrazol-1-yl)phenyl]propionic acid ethyl ester). Run in C(Cl)Cl (methylene chloride). The reactants are C(C)OC(C(C)C1=CC(=C(C=C1)N1N=CC=C1)Cl)=O (2-[3-chloro-4-(pyrazol-1-yl)phenyl]propionic acid ethyl ester), ClCl (chlorine). As a reaction SMILES: [CH2:1]([O:3][C:4](=[O:19])[CH:5]([C:7]1[CH:12]=[CH:11][C:10]([N:13]2[CH:17]=[CH:16][CH:15]=[N:14]2)=[C:9]([Cl:18])[CH:8]=1)[CH3:6])[CH3:2].[Cl:20]Cl>C(Cl)Cl>[CH2:1]([O:3][C:4](=[O:19])[CH:5]([C:7]1[CH:12]=[CH:11][C:10]([N:13]2[CH:17]=[C:16]([Cl:20])[CH:15]=[N:14]2)=[C:9]([Cl:18])[CH:8]=1)[CH3:6])[CH3:2]. Reaction conditions: time 12 hour.